Dataset: the Open Reaction Database (ORD), a public repository of structured organic reaction records. Task: describe an organic reaction: reactants, conditions, products, and yield Starting materials: OCc1sc2cccc(F)c2c1Cl, O=[Mn]=O, c1ccccc1. Yields the product O=Cc1sc2cccc(F)c2c1Cl. Reaction SMILES: [Cl:1][c:2]1[c:3]2[c:4]([s:5][c:6]1[CH2:7][OH:8])[cH:9][cH:10][cH:11][c:12]2[F:13].[O:20]=[Mn:21]=[O:22].[cH:14]1[cH:15][cH:16][cH:17][cH:18][cH:19]1>>[Cl:1][c:2]1[c:3]2[c:4]([s:5][c:6]1[CH:7]=[O:8])[cH:9][cH:10][cH:11][c:12]2[F:13]. Reactants: COC=1C=C(CN)C=CC1OC (3,4-dimethoxybenzylamine), imine, C(#N)[BH3-].[Na+] (sodium cyanoborohydride). Run in CO (methanol), C1CCOC1 (THF), C(C)(=O)O (acetic acid). Reaction conditions: time 3 hour. Product: COC=1C=C(CNCC2=CC(=C(C=C2)OC)OC)C=CC1OC (Bis(3,4-dimethoxybenzyl)amine). As a reaction SMILES: [CH3:1][O:2][C:3]1[CH:4]=[C:5]([CH:8]=[CH:9][C:10]=1[O:11][CH3:12])[CH2:6]N.[C:13]([BH3-])#[N:14].[Na+]>CO.C1COCC1.C(O)(=O)C>[CH3:1][O:2][C:3]1[CH:4]=[C:5]([CH:8]=[CH:9][C:10]=1[O:11][CH3:12])[CH2:6][NH:14][CH2:13][C:8]1[CH:5]=[CH:4][C:3]([O:2][CH3:1])=[C:10]([O:11][CH3:12])[CH:9]=1 |f:1.2|. Procedure: To a solution of 3,4-dimethoxybenzaldelyde (1 g, 6 mmol) in anhydrous methanol (10 ml) was added 3,4-dimethoxybenzylamine (1 g, 5.9 mmol) and the solution stirred under nitrogen at room temperature for 3 hours. The methanol was removed under reduced pressure to afford the crude imine, 1.9 g. The imine was dissolved in THF (10 ml) and acetic acid (4 ml), and sodium cyanoborohydride (0.38 g, 6 mmol) was added portionwise over 30 minutes. The solution was stirred for an additional 30 minutes at roo... Product: C(C=C)(=O)N1C[C@H]([C@@H](CC1)CNC1=NC=NC(=C1C1=CC=C(OC2=CC=C(C#N)C=C2)C=C1)N)O (4-(4-(4-((((3S,4S)-1-acryloyl-3-hydroxypiperidin-4-yl)methyl)amino)-6-aminopyrimidin-5-yl)phenoxy)benzonitrile). Reported procedure: 4-(4-(4-((((3S,4S)-1-acryloyl-3-hydroxypiperidin-4-yl)methyl)amino)-6-aminopyrimidin-5-yl)phenoxy)benzonitrile (racemic) was prepared from 5,6-dichloropyrimidin-4-amine, (3S,4S)-tert-butyl 4-(aminomethyl)-3-hydroxypiperidine-1-carboxylate (racemic), 4-(4-(4,4,5,5-tetramethyl-1,3,2-dioxaborolan-2-yl)phenoxy)benzonitrile, and acryloyl chloride using methods B, C, D, and F. HPLC: 100%. MS: m/z=471 [M+H]+. Reactants: ClC=1C(=NC=NC1Cl)N (5,6-dichloropyrimidin-4-amine), NC[C@H]1[C@@H](CN(CC1)C(=O)OC(C)(C)C)O ((3S,4S)-tert-butyl 4-(aminomethyl)-3-hydroxypiperidine-1-carboxylate), CC1(OB(OC1(C)C)C1=CC=C(OC2=CC=C(C#N)C=C2)C=C1)C (4-(4-(4,4,5,5-tetramethyl-1,3,2-dioxaborolan-2-yl)phenoxy)benzonitrile), C(C=C)(=O)Cl (acryloyl chloride). RXN SMILES: Cl[C:2]1[C:3]([NH2:9])=[N:4][CH:5]=[N:6][C:7]=1Cl.[NH2:10][CH2:11][C@@H:12]1[CH2:17][CH2:16][N:15]([C:18]([O:20]C(C)(C)C)=O)[CH2:14][C@H:13]1[OH:25].CC1(C)C(C)(C)OB([C:34]2[CH:48]=[CH:47][C:37]([O:38][C:39]3[CH:46]=[CH:45][C:42]([C:43]#[N:44])=[CH:41][CH:40]=3)=[CH:36][CH:35]=2)O1.[C:50](Cl)(=O)[CH:51]=C>>[C:18]([N:15]1[CH2:16][CH2:17][C@@H:12]([CH2:11][NH:10][C:7]2[C:2]([C:34]3[CH:48]=[CH:47][C:37]([O:38][C:39]4[CH:46]=[CH:45][C:42]([C:43]#[N:44])=[CH:41][CH:40]=4)=[CH:36][CH:35]=3)=[C:3]([NH2:9])[N:4]=[CH:5][N:6]=2)[C@H:13]([OH:25])[CH2:14]1)(=[O:20])[CH:50]=[CH2:51].